From a dataset of the Open Reaction Database (ORD), a public repository of structured organic reaction records. describe an organic reaction: reactants, conditions, products, and yield Starting materials: CCC(=O)OC1(C(=O)CCl)C(C)CC2C3CC(F)C4=CC(=O)CCC4(C)C3(Cl)C(O)CC21C, N#CC1=C(C#N)C(=O)C(Cl)=C(Cl)C1=O, C1COCCO1. The product is CCC(=O)OC1(C(=O)CCl)C(C)CC2C3CC(F)C4=CC(=O)C=CC4(C)C3(Cl)C(O)CC21C. Reaction SMILES: [C:1]([CH2:2][CH3:3])(=[O:4])[O:5][C:6]1([C:7]([CH2:8][Cl:9])=[O:10])[CH:11]([CH3:33])[CH2:12][CH:13]2[CH:14]3[CH2:15][CH:16]([F:32])[C:17]4=[CH:18][C:19](=[O:31])[CH2:20][CH2:21][C:22]4([CH3:23])[C:24]3([Cl:30])[CH:25]([OH:29])[CH2:26][C:27]12[CH3:28].[Cl:34][C:35]1=[C:46]([Cl:47])[C:44](=[O:45])[C:41]([C:42]#[N:43])=[C:38]([C:39]#[N:40])[C:36]1=[O:37].[O:48]1[CH2:49][CH2:50][O:51][CH2:52][CH2:53]1>>[C:1]([CH2:2][CH3:3])(=[O:4])[O:5][C:6]1([C:7]([CH2:8][Cl:9])=[O:10])[CH:11]([CH3:33])[CH2:12][CH:13]2[CH:14]3[CH2:15][CH:16]([F:32])[C:17]4=[CH:18][C:19](=[O:31])[CH:20]=[CH:21][C:22]4([CH3:23])[C:24]3([Cl:30])[CH:25]([OH:29])[CH2:26][C:27]12[CH3:28]. Starting materials: CCOC(C)=O, C(=NC1CCCCC1)=NC1CCCCC1, O=C(O)CS(=O)(=O)CC1CCC(c2cc(F)ccc2F)(S(=O)(=O)c2ccc(Cl)cc2)CC1, Oc1c(F)c(F)c(F)c(F)c1F. Product: NC(=O)CS(=O)(=O)CC1CCC(c2cc(F)ccc2F)(S(=O)(=O)c2ccc(Cl)cc2)CC1. RXN SMILES: [CH3:60][CH2:61][O:62][C:63](=[O:64])[CH3:65].[CH:45]1([N:51]=[C:46]=[N:47][CH:48]2[CH2:49][CH2:50][CH2:52][CH2:53][CH2:54]2)[CH2:55][CH2:56][CH2:57][CH2:58][CH2:59]1.[Cl:1][c:2]1[cH:3][cH:4][c:5]([S:8](=[O:9])(=[O:10])[C:11]2([c:25]3[c:26]([F:32])[cH:27][cH:28][c:29]([F:31])[cH:30]3)[CH2:12][CH2:13][CH:14]([CH2:17][S:18](=[O:19])(=[O:20])[CH2:21][C:22](=[O:23])[OH:24])[CH2:15][CH2:16]2)[cH:6][cH:7]1.[F:33][c:34]1[c:35]([OH:36])[c:37]([F:38])[c:39]([F:40])[c:41]([F:42])[c:43]1[F:44]>>[Cl:1][c:2]1[cH:3][cH:4][c:5]([S:8](=[O:9])(=[O:10])[C:11]2([c:25]3[c:26]([F:32])[cH:27][cH:28][c:29]([F:31])[cH:30]3)[CH2:12][CH2:13][CH:14]([CH2:17][S:18](=[O:19])(=[O:20])[CH2:21][C:22](=[O:23])[NH2:51])[CH2:15][CH2:16]2)[cH:6][cH:7]1. Starting materials: CCCCC1CCNCC1, Cc1ccc(S(=O)(=O)OCC(C)Cn2c(=O)sc3ccccc32)cc1, [K+], [K+], O=C([O-])[O-]. The product is CCCCC1CCN(CC(C)Cn2c(=O)sc3ccccc32)CC1. As a reaction SMILES: [CH2:26]([CH2:27][CH2:28][CH3:29])[CH:30]1[CH2:31][CH2:32][NH:33][CH2:34][CH2:35]1.[CH3:1][CH:2]([CH2:3][O:4][S:5]([c:6]1[cH:7][cH:8][c:9]([CH3:10])[cH:11][cH:12]1)(=[O:13])=[O:14])[CH2:15][n:16]1[c:17](=[O:25])[s:18][c:19]2[c:20]1[cH:21][cH:22][cH:23][cH:24]2.[K+:36].[K+:37].[O-:38][C:39]([O-:40])=[O:41]>>[CH3:1][CH:2]([CH2:3][N:33]1[CH2:32][CH2:31][CH:30]([CH2:26][CH2:27][CH2:28][CH3:29])[CH2:35][CH2:34]1)[CH2:15][n:16]1[c:17](=[O:25])[s:18][c:19]2[c:20]1[cH:21][cH:22][cH:23][cH:24]2.